Dataset: the Open Reaction Database (ORD), a public repository of structured organic reaction records. Task: describe an organic reaction: reactants, conditions, products, and yield The product is CC1COC(Nc2ccccc2)(c2ccnc(C(=O)c3ccc(Cl)cc3)c2)O1. Starting materials: CC(O)CO, O=C(Nc1ccccc1)c1ccnc(C(=O)c2ccc(Cl)cc2)c1, OCCO. As a reaction SMILES: [CH2:25]([CH:26]([CH3:27])[OH:28])[OH:29].[Cl:1][c:2]1[cH:3][cH:4][c:5]([C:6](=[O:7])[c:8]2[cH:9][c:10]([C:11](=[O:12])[NH:13][c:14]3[cH:15][cH:16][cH:17][cH:18][cH:19]3)[cH:20][cH:21][n:22]2)[cH:23][cH:24]1.[OH:30][CH2:31][CH2:32][OH:33]>>[Cl:1][c:2]1[cH:3][cH:4][c:5]([C:6](=[O:7])[c:8]2[cH:9][c:10]([C:11]3([NH:13][c:14]4[cH:15][cH:16][cH:17][cH:18][cH:19]4)[O:12][CH:26]([CH3:27])[CH2:25][O:29]3)[cH:20][cH:21][n:22]2)[cH:23][cH:24]1. Reactants: O=Cc1ccc(Br)o1, Cc1ccccc1, O, COC(=O)C=P(c1ccccc1)(c1ccccc1)c1ccccc1. The product is COC(=O)C=Cc1ccc(Br)o1. RXN SMILES: [Br:25][c:26]1[cH:27][cH:28][c:29]([CH:31]=[O:32])[o:30]1.[CH3:34][c:35]1[cH:36][cH:37][cH:38][cH:39][cH:40]1.[OH2:33].[c:1]1([P:2]([c:3]2[cH:4][cH:5][cH:6][cH:7][cH:8]2)([c:9]2[cH:10][cH:11][cH:12][cH:13][cH:14]2)=[CH:20][C:21](=[O:22])[O:23][CH3:24])[cH:15][cH:16][cH:17][cH:18][cH:19]1>>[CH:20]([C:21](=[O:22])[O:23][CH3:24])=[CH:31][c:29]1[cH:28][cH:27][c:26]([Br:25])[o:30]1.